From a dataset of the Open Reaction Database (ORD), a public repository of structured organic reaction records. describe an organic reaction: reactants, conditions, products, and yield The reactants are C(C)OC(C(CCCCCCCCCC)OC1=CC=C(C=C1)C1=CCCCC1)=O (α-[p-(1-cyclohexenyl)-phenoxy]-dodecanoic acid ethyl ester), [OH-].[Na+] (sodium hydroxide). Solvent: C(C)O (ethanol), C(C)O (ethanol). Reaction conditions: time 2 hour. Yields the product C1(=CCCCC1)C1=CC=C(OC(C(=O)O)CCCCCCCCCC)C=C1 (α-[p-(1-cyclohexenyl)-phenoxy]-dodecanoic acid). RXN SMILES: C([O:3][C:4](=[O:29])[CH:5]([O:16][C:17]1[CH:22]=[CH:21][C:20]([C:23]2[CH2:28][CH2:27][CH2:26][CH2:25][CH:24]=2)=[CH:19][CH:18]=1)[CH2:6][CH2:7][CH2:8][CH2:9][CH2:10][CH2:11][CH2:12][CH2:13][CH2:14][CH3:15])C.[OH-].[Na+]>C(O)C>[C:23]1([C:20]2[CH:19]=[CH:18][C:17]([O:16][CH:5]([CH2:6][CH2:7][CH2:8][CH2:9][CH2:10][CH2:11][CH2:12][CH2:13][CH2:14][CH3:15])[C:4]([OH:29])=[O:3])=[CH:22][CH:21]=2)[CH2:28][CH2:27][CH2:26][CH2:25][CH:24]=1 |f:1.2|. Reported procedure: To 23.5gof α-[p-(1-cyclohexenyl)-phenoxy]-dodecanoic acid ethyl ester in 150 ml of ethanol are added 100 ml of 2N sodium hydroxide solution and the mixture stirred for 2 hours at room temperature. The ethanol is stripped off in vacuo and the residue partitioned between 2N hydrochloric acid and ether. The organic phase is washed until neutral, dried over sodium sulphate and evaporated to dryness. Distillation of the residue at 0.04 mm yields in the fraction boiling at 190°-197° C the α-[p-(1-cycl...